This data is from the Open Reaction Database (ORD), a public repository of structured organic reaction records. The task is: describe an organic reaction: reactants, conditions, products, and yield Starting materials: CN(CCC#N)C(=O)CN1CCNCC1, CCOc1ccsc1C1=NC(c2ccc(Cl)cc2)C(c2ccc(Cl)cc2)N1C(=O)N1CCN(CC(=O)NC(C)(C)C)CC1, Cl, Cl. Product: CCOc1ccsc1C1=NC(c2ccc(Cl)cc2)C(c2ccc(Cl)cc2)N1C(=O)N1CCN(CC(=O)N(C)CCC#N)CC1. RXN SMILES: [C:46](#[N:47])[CH2:48][CH2:49][N:50]([C:51]([CH2:52][N:53]1[CH2:54][CH2:55][NH:56][CH2:57][CH2:58]1)=[O:59])[CH3:60].[Cl:1][c:2]1[cH:3][cH:4][c:5]([CH:8]2[N:9]=[C:10]([c:36]3[s:37][cH:38][cH:39][c:40]3[O:41][CH2:42][CH3:43])[N:11]([C:20](=[O:21])[N:22]3[CH2:23][CH2:24][N:25]([CH2:26][C:27]([NH:28][C:29]([CH3:30])([CH3:31])[CH3:32])=[O:33])[CH2:34][CH2:35]3)[CH:12]2[c:13]2[cH:14][cH:15][c:16]([Cl:19])[cH:17][cH:18]2)[cH:6][cH:7]1.[ClH:44].[ClH:45]>>[Cl:1][c:2]1[cH:3][cH:4][c:5]([CH:8]2[N:9]=[C:10]([c:36]3[s:37][cH:38][cH:39][c:40]3[O:41][CH2:42][CH3:43])[N:11]([C:20](=[O:21])[N:56]3[CH2:55][CH2:54][N:53]([CH2:52][C:51]([N:50]([CH2:49][CH2:48][C:46]#[N:47])[CH3:60])=[O:59])[CH2:58][CH2:57]3)[CH:12]2[c:13]2[cH:14][cH:15][c:16]([Cl:19])[cH:17][cH:18]2)[cH:6][cH:7]1. Reactants: C1(=CC=CC=C1)P1(C(CCC1)CO)=O (1-phenyl-2-phospholanemethanol-1-oxide). Yields the product C1(=CC=CC=C1)P1(C(CCC1)=C)=O (1-phenyl-2-methylenephospholane-1-oxide). Yield: 71.5%. Reaction SMILES: [C:1]1([P:7]2(=[O:14])[CH2:11][CH2:10][CH2:9][CH:8]2[CH2:12]O)[CH:6]=[CH:5][CH:4]=[CH:3][CH:2]=1>C(Cl)Cl>[C:1]1([P:7]2(=[O:14])[CH2:11][CH2:10][CH2:9][C:8]2=[CH2:12])[CH:2]=[CH:3][CH:4]=[CH:5][CH:6]=1. The solvent is C(Cl)Cl (CH2Cl2). Reaction conditions: temperature 0 celsius, time 5 hour. Reported procedure: In a 100 ml round bottom 2-neck flask charged with a magnetic stirring bar and 20 ml freshly distilled CH2Cl2, 1.6 g 1-phenyl-2-phospholanemethanol-1-oxide (0.008 mol, mixture of diastereoisomers) was dissolved. The reaction flask was flushed with argon and cooled to 0° C. Subsequently 2.1 ml SOCl2 in 10 ml CH2Cl2 was added dropwise. The resulting yellowish mixture was stirred for 5 h at room temperature, then 20 ml water was added. The mixture was extracted twice with 20 ml CH2Cl2, and the comb... Reactants: C12(CC3CC(CC(C1)C3)C2)C2=CC=C(C=C2)O (4-(1-adamantyl)-phenol), C(C)OC(\C=C\CBr)=O (4-bromocrotonic acid ethyl ester). Solvent: CO (methanol). Yields the product C(C)OC(\C=C\COC1=CC=C(C=C1)C12CC3CC(CC(C1)C3)C2)=O (4-[4-(1-adamantyl)-phenoxy]-crotonic acid ethyl ester). As a reaction SMILES: [C:1]12([C:11]3[CH:16]=[CH:15][C:14]([OH:17])=[CH:13][CH:12]=3)[CH2:10][CH:5]3[CH2:6][CH:7]([CH2:9][CH:3]([CH2:4]3)[CH2:2]1)[CH2:8]2.[CH2:18]([O:20][C:21](=[O:26])/[CH:22]=[CH:23]/[CH2:24]Br)[CH3:19]>CO>[CH2:18]([O:20][C:21](=[O:26])/[CH:22]=[CH:23]/[CH2:24][O:17][C:14]1[CH:13]=[CH:12][C:11]([C:1]23[CH2:8][CH:7]4[CH2:9][CH:3]([CH2:4][CH:5]([CH2:6]4)[CH2:10]2)[CH2:2]3)=[CH:16][CH:15]=1)[CH3:19]. Procedure details: Analogously to the procedure described in Example 5, the use of 11.4 g of 4-(1-adamantyl)-phenol and 14.5 g of 4-bromocrotonic acid ethyl ester as starting materials gives 4-[4-(1-adamantyl)-phenoxy]-crotonic acid ethyl ester of melting point 91°-93° C (from methanol). Starting materials: O=C([O-])O, OCCCO, COc1ccc(C(=O)c2cccc(C)n2)cc1OC, Cc1ccccc1, [Na+], O, Cc1ccc(S(=O)(=O)O)cc1. Product: COc1ccc(C2(c3cccc(C)n3)OCCCO2)cc1OC. As a reaction SMILES: [C:36](=[O:37])([OH:38])[O-:39].[CH2:31]([CH2:32][CH2:33][OH:34])[OH:35].[CH3:1][c:2]1[cH:3][cH:4][cH:5][c:6]([C:8](=[O:9])[c:10]2[cH:11][c:12]([O:18][CH3:19])[c:13]([O:16][CH3:17])[cH:14][cH:15]2)[n:7]1.[CH3:41][c:42]1[cH:43][cH:44][cH:45][cH:46][cH:47]1.[Na+:40].[OH2:48].[c:20]1([CH3:21])[cH:22][cH:23][c:24]([S:25]([OH:26])(=[O:27])=[O:28])[cH:29][cH:30]1>>[CH3:1][c:2]1[cH:3][cH:4][cH:5][c:6]([C:8]2([c:10]3[cH:11][c:12]([O:18][CH3:19])[c:13]([O:16][CH3:17])[cH:14][cH:15]3)[O:9][CH2:31][CH2:32][CH2:33][O:34]2)[n:7]1. Starting materials: OC=1C=CC(=C(C=O)C1)[N+](=O)[O-] (5-hydroxy-2-nitrobenzaldehyde), a-bromo-p-tolylnitrile, C([O-])([O-])=O.[K+].[K+] (potassium carbonate), CN(C=O)C (dimethyl-formamide). Run at temperature 50 celsius. The product is C(#N)C1=CC=C(COC=2C=CC(=C(C=O)C2)[N+](=O)[O-])C=C1 (5-(4-cyanobenzyloxy)-2-nitrobenzaldehyde). Isolated yield 82.0%. RXN SMILES: [OH:1][C:2]1[CH:3]=[CH:4][C:5]([N+:10]([O-:12])=[O:11])=[C:6]([CH:9]=1)[CH:7]=[O:8].C(=O)([O-])[O-].[K+].[K+].C[N:20]([CH3:23])C=O>>[C:23]([C:3]1[CH:2]=[CH:9][C:6]([CH2:7][O:1][C:2]2[CH:3]=[CH:4][C:5]([N+:10]([O-:12])=[O:11])=[C:6]([CH:9]=2)[CH:7]=[O:8])=[CH:5][CH:4]=1)#[N:20] |f:1.2.3|. Procedure: To a stirred solution of 10.0 g (59.8 mmol) of 5-hydroxy-2-nitrobenzaldehyde and 12.3 g (62.8 mmol) of a-bromo-p-tolylnitrile in 50 ml of dry dimethyl-formamide was added 9.10 g (65.8 g) of anhydrous potassium carbonate. The mixture was warmed to 50° C. for 2 h and partitioned between water and ethyl acetate. The organic phase was washed with 1N sodium bicarbonate, water, brine, and dried over anhydrous magnesium sulfate. Concentration gave 13.8 g (82%) of 5-(4-cyanobenzyloxy)-2-nitrobenzaldehyd... The reactants are [Si](C)(C)(C(C)(C)C)OCC1(CC(=NCCS1)SC)C (7-({[tert-butyl(dimethyl)silyl]oxy}methyl)-7-methyl-5-(methylthio)-2,3,6,7-tetrahydro-1,4-thiazepine), C(#N)C=1C=CC(=NC1)C1=CC=C(C=C1)C1(CC1)C(=O)NN (1-[4-(5-Cyanopyridin-2-yl)phenyl]cyclopropanecarbohydrazide). Run in C(CCC)O (1-butanol). Yields the product [Si](C)(C)(C(C)(C)C)OCC1(CC=2N(CCS1)C(=NN2)C2(CC2)C2=CC=C(C=C2)C2=NC=C(C#N)C=C2)C (6-(4-{1-[8-({[Tert-butyl(dimethyl)silyl]oxy}methyl)-8-methyl-5,6,8,9-tetrahydro[1,2,4]triazolo[4,3-d][1,4]thiazepin-3-yl]cyclopropyl}phenyl)nicotinonitrile). The yield is 88.8%. RXN SMILES: [Si:1]([O:8][CH2:9][C:10]1([CH3:19])[S:16][CH2:15][CH2:14][N:13]=[C:12](SC)[CH2:11]1)([C:4]([CH3:7])([CH3:6])[CH3:5])([CH3:3])[CH3:2].[C:20]([C:22]1[CH:23]=[CH:24][C:25]([C:28]2[CH:33]=[CH:32][C:31]([C:34]3([C:37]([NH:39][NH2:40])=O)[CH2:36][CH2:35]3)=[CH:30][CH:29]=2)=[N:26][CH:27]=1)#[N:21]>C(O)CCC>[Si:1]([O:8][CH2:9][C:10]1([CH3:19])[S:16][CH2:15][CH2:14][N:13]2[C:37]([C:34]3([C:31]4[CH:32]=[CH:33][C:28]([C:25]5[CH:24]=[CH:23][C:22]([C:20]#[N:21])=[CH:27][N:26]=5)=[CH:29][CH:30]=4)[CH2:36][CH2:35]3)=[N:39][N:40]=[C:12]2[CH2:11]1)([C:4]([CH3:7])([CH3:6])[CH3:5])([CH3:3])[CH3:2]. Procedure details: A solution of 7-({[tert-butyl(dimethyl)silyl]oxy}methyl)-7-methyl-5-(methylthio)-2,3,6,7-tetrahydro-1,4-thiazepine (39.7 g, 124 mmol) and the compound (19.5 g, 70.1 mmol) obtained in Example 60-3) in 1-butanol (750 mL) was stirred at 140° C. for 13 h. The reaction mixture was cooled to room temperature, the solvent was distilled off under reduced pressure, and the residue was purified by silica gel column chromatography (ethyl acetate:methanol=9:1) to obtain the title compound (33.1 g, 89%) as a... Starting materials: CC(=O)[O-], CC(=O)[O-], CCC(CC)(c1ccc(C=CC(O)(C(F)(F)F)C(F)(F)F)c(C)c1)c1ccc(B2OC(C)(C)C(C)(C)O2)c(C)c1, COC(=O)Cc1ccc(Cl)cc1F, Cc1ccccc1, COc1cccc(OC)c1-c1ccccc1P(C1CCCCC1)C1CCCCC1, [K+], [K+], [K+], O, O=P([O-])([O-])[O-], [Pd+2]. As a reaction SMILES: [C:103]([O-:104])(=[O:105])[CH3:106].[C:98]([O-:99])(=[O:100])[CH3:101].[CH2:51]([CH3:52])[C:53]([CH2:54][CH3:55])([c:56]1[cH:57][c:58]([CH3:71])[c:59]([B:62]2[O:63][C:64]([CH3:65])([CH3:66])[C:67]([CH3:68])([CH3:69])[O:70]2)[cH:60][cH:61]1)[c:72]1[cH:73][c:74]([CH3:90])[c:75]([CH:78]=[CH:79][C:80]([C:81]([F:82])([F:83])[F:84])([OH:85])[C:86]([F:87])([F:88])[F:89])[cH:76][cH:77]1.[CH3:1][O:2][C:3]([CH2:4][c:5]1[c:6]([F:12])[cH:7][c:8]([Cl:11])[cH:9][cH:10]1)=[O:13].[CH3:91][c:92]1[cH:93][cH:94][cH:95][cH:96][cH:97]1.[CH:14]1([P:15]([CH:16]2[CH2:17][CH2:18][CH2:19][CH2:20][CH2:21]2)[c:22]2[cH:23][cH:24][cH:25][cH:26][c:27]2-[c:28]2[c:29]([O:30][CH3:31])[cH:32][cH:33][cH:34][c:35]2[O:36][CH3:37])[CH2:38][CH2:39][CH2:40][CH2:41][CH2:42]1.[K+:48].[K+:49].[K+:50].[OH2:107].[P:43]([O-:44])([O-:45])([O-:46])=[O:47].[Pd+2:102]>>[CH3:1][O:2][C:3]([CH2:4][c:5]1[c:6]([F:12])[cH:7][c:8](-[c:59]2[c:58]([CH3:71])[cH:57][c:56]([C:53]([CH2:51][CH3:52])([CH2:54][CH3:55])[c:72]3[cH:73][c:74]([CH3:90])[c:75]([CH:78]=[CH:79][C:80]([C:81]([F:82])([F:83])[F:84])([OH:85])[C:86]([F:87])([F:88])[F:89])[cH:76][cH:77]3)[cH:61][cH:60]2)[cH:9][cH:10]1)=[O:13]. The product is CCC(CC)(c1ccc(C=CC(O)(C(F)(F)F)C(F)(F)F)c(C)c1)c1ccc(-c2ccc(CC(=O)OC)c(F)c2)c(C)c1. The reactants are example 5 ( 20 ), NCC(C(=O)OCC)C1(OCCO1)C (ethyl 3-amino-2-(2-methyl-[1,3]dioxolan-2-yl)propionate), FC=1C=C2C(C(=O)OC2=O)=CC1 (4-fluorophthalic anhydride). Yields the product FC=1C=C2C(N(C(C2=CC1)=O)CC(C(=O)OCC)C1(OCCO1)C)=O (Ethyl 3-(5-fluoro-1,3-dioxo-1,3-dihydro-isoindol-2-yl)-2-(2-methyl-[1,3]dioxolan-2-yl)propionate). As a reaction SMILES: [NH2:1][CH2:2][CH:3]([C:9]1([CH3:14])[O:13][CH2:12][CH2:11][O:10]1)[C:4]([O:6][CH2:7][CH3:8])=[O:5].[F:15][C:16]1[CH:17]=[C:18]2[C:23](=O)[O:22][C:20](=[O:21])[C:19]2=[CH:25][CH:26]=1>>[F:15][C:16]1[CH:17]=[C:18]2[C:19](=[CH:25][CH:26]=1)[C:20](=[O:21])[N:1]([CH2:2][CH:3]([C:9]1([CH3:14])[O:10][CH2:11][CH2:12][O:13]1)[C:4]([O:6][CH2:7][CH3:8])=[O:5])[C:23]2=[O:22]. Reported procedure: Ethyl 3-(5-fluoro-1,3-dioxo-1,3-dihydro-isoindol-2-yl)-2-(2-methyl-[1,3]dioxolan-2-yl)propionate was prepared (0.77 g, 56%) in the same manner as described in the above example 5 (20) from ethyl 3-amino-2-(2-methyl-[1,3]dioxolan-2-yl)propionate (0.80 g, 3.94 mmol) and 4-fluorophthalic anhydride (0.78 g, 4.72 mmol), and the obtained product was identified with the following NMR data. Reactants: C(C)(=O)OCC (Ethyl acetate), C([O-])([O-])=O.[Cs+].[Cs+] (Cesium carbonate), C(C)I (EtI), BrC=1C=C(C(=C(C1)O)OCOC)C(C)(C)C (5-bromo-3-(tert-butyl)-2-(methoxymethoxy)phenol). Solvent: C(C)#N (acetonitrile). Conditions: time 3 hour. The product is BrC=1C=C(C(=C(C1)C(C)(C)C)OCOC)OCC (5-Bromo-1-(tert-butyl)-3-ethoxy-2-(methoxymethoxy)benzene). Yield: 76.5%. RXN SMILES: C(=O)([O-])[O-].[Cs+].[Cs+].[CH2:7](I)[CH3:8].[Br:10][C:11]1[CH:12]=[C:13]([C:22]([CH3:25])([CH3:24])[CH3:23])[C:14]([O:18][CH2:19][O:20][CH3:21])=[C:15]([OH:17])[CH:16]=1.C(OCC)(=O)C>C(#N)C>[Br:10][C:11]1[CH:16]=[C:15]([O:17][CH2:7][CH3:8])[C:14]([O:18][CH2:19][O:20][CH3:21])=[C:13]([C:22]([CH3:23])([CH3:24])[CH3:25])[CH:12]=1 |f:0.1.2|. Procedure details: Cesium carbonate (10.05 g, 30.9 mmol) and EtI (2.58 ml, 32.2 mmol) were added to a solution of the 5-bromo-3-(tert-butyl)-2-(methoxymethoxy)phenol (7.76 g, 26.8 mmol) in acetonitrile and the mixture was stirred at room temperature for 3 hours. Ethyl acetate was added and the reaction mixture was washed with water and brine in that order. The organic layer was dried over anhydrous magnesium sulfate and then the residue was purified by silica gel column chromatography (solvent: n-hexane-ethyl acet...